From a dataset of the Open Reaction Database (ORD), a public repository of structured organic reaction records. describe an organic reaction: reactants, conditions, products, and yield Starting materials: C1(=CC=CC=C1)C(C(=O)OCC)=C (ethyl 2-phenylprop-2-enoate), N1C=NC=C1 (imidazole). The reagents and catalysts are CN(C(N(C)C)=N)C (tetramethylguanidine). The solvent is O1CCCC1 (tetrahydrofuran). Product: N1(C=NC=C1)CC(C(=O)OCC)C1=CC=CC=C1 (ethyl 3-(imidazol-1-yl)-2-phenylpropanoate). The yield is 81.9%. Reaction SMILES: [C:1]1([C:7](=[CH2:13])[C:8]([O:10][CH2:11][CH3:12])=[O:9])[CH:6]=[CH:5][CH:4]=[CH:3][CH:2]=1.[NH:14]1[CH:18]=[CH:17][N:16]=[CH:15]1>O1CCCC1.CN(C)C(=N)N(C)C>[N:14]1([CH2:13][CH:7]([C:1]2[CH:6]=[CH:5][CH:4]=[CH:3][CH:2]=2)[C:8]([O:10][CH2:11][CH3:12])=[O:9])[CH:18]=[CH:17][N:16]=[CH:15]1. Procedure details: A solution of ethyl 2-phenylprop-2-enoate (160 g, 0.45 mol), imidazole (36.7 g 0.54 mol) and tetramethylguanidine (2 g, 0.017 mol) in dry tetrahydrofuran (1 L) was heated at reflux temperature for 3 hours. The solvent was removed under reduced pressure and the residue was dissolved in dilute hydrochloric acid. The resulting aqueous solution was washed with ether, basified with dilute aqueous sodium hydroxide and extracted with chloroform. The organic phase was separated, dried over anhydrous mag... Solvent: C1CCOC1 (THF), C1CCOC1 (THF). Starting materials: C1=CC=CC=2OC3=CC=CC=C3C(C12)CCO (2-(9H-xanthen-9-yl)ethanol), N(=NC(=O)OCC)C(=O)OCC (Diethyl azodicarboxylate), OC1=CC=C(C=C1)CC(C(=O)OCC)OCC (ethyl 3-(4-hydroxyphenyl)-2-ethoxypropionate), C1(=CC=CC=C1)P(C1=CC=CC=C1)C1=CC=CC=C1 (triphenylphosphine). Run at time 15 minute. As a reaction SMILES: N(C(OCC)=O)=NC(OCC)=O.[OH:13][C:14]1[CH:19]=[CH:18][C:17]([CH2:20][CH:21]([O:27][CH2:28][CH3:29])[C:22]([O:24][CH2:25][CH3:26])=[O:23])=[CH:16][CH:15]=1.C1(P(C2C=CC=CC=2)C2C=CC=CC=2)C=CC=CC=1.[CH:49]1[C:62]2[CH:61]([CH2:63][CH2:64]O)[C:60]3[C:55](=[CH:56][CH:57]=[CH:58][CH:59]=3)[O:54][C:53]=2[CH:52]=[CH:51][CH:50]=1>C1COCC1>[CH2:28]([O:27][CH:21]([CH2:20][C:17]1[CH:16]=[CH:15][C:14]([O:13][CH2:64][CH2:63][CH:61]2[C:62]3[CH:49]=[CH:50][CH:51]=[CH:52][C:53]=3[O:54][C:55]3[C:60]2=[CH:59][CH:58]=[CH:57][CH:56]=3)=[CH:19][CH:18]=1)[C:22]([O:24][CH2:25][CH3:26])=[O:23])[CH3:29]. Procedure: Diethyl azodicarboxylate (40% solution in toluene, 1.61 g, 9.3 mmol) was added dropwise, under argon, over 10 min to a solution of ethyl 3-(4-hydroxyphenyl)-2-ethoxypropionate (2.23 g, 9.3 mmol) and triphenylphosphine (2.43 g, 9.3 mmol) in THF (45 ml). The mixture was stirred for 15 min, then a solution of 2-(9H-xanthen-9-yl)ethanol (2.0 g, 9.3 mmol) in THF (10 ml) was added dropwise over 10 min. The resulting mixture was stirred at room temperature for 60 h. The solvent was evaporated, the resi... The product is C(C)OC(C(=O)OCC)CC1=CC=C(C=C1)OCCC1C2=CC=CC=C2OC=2C=CC=CC12 (Ethyl 2-ethoxy-3-{4-[2-(9H-xanthen-9-yl)ethoxy]phenyl}propionate).